Dataset: the Open Reaction Database (ORD), a public repository of structured organic reaction records. Task: describe an organic reaction: reactants, conditions, products, and yield The reactants are O=C([O-])O, CC(=O)OC(C)Cl, Cc1c(-c2ccc(CC(NC(=O)c3c(F)cccc3F)C(=O)O)cc2)c(=O)n(C)c(=O)n1C, [Na+], CN(C)C=O, O. Yields the product CC(=O)OC(C)OC(=O)C(Cc1ccc(-c2c(C)n(C)c(=O)n(C)c2=O)cc1)NC(=O)c1c(F)cccc1F. Reaction SMILES: [C:34](=[O:35])([OH:36])[O-:37].[C:39]([CH3:40])(=[O:41])[O:42][CH:43]([CH3:44])[Cl:45].[F:1][c:2]1[c:3]([C:9](=[O:10])[NH:11][CH:12]([CH2:13][c:14]2[cH:15][cH:16][c:17](-[c:20]3[c:21](=[O:30])[n:22]([CH3:29])[c:23](=[O:28])[n:24]([CH3:27])[c:25]3[CH3:26])[cH:18][cH:19]2)[C:31](=[O:32])[OH:33])[c:4]([F:8])[cH:5][cH:6][cH:7]1.[Na+:38].[O:47]=[CH:48][N:49]([CH3:50])[CH3:51].[OH2:46]>>[F:1][c:2]1[c:3]([C:9](=[O:10])[NH:11][CH:12]([CH2:13][c:14]2[cH:15][cH:16][c:17](-[c:20]3[c:21](=[O:30])[n:22]([CH3:29])[c:23](=[O:28])[n:24]([CH3:27])[c:25]3[CH3:26])[cH:18][cH:19]2)[C:31]([O:32][CH:43]([O:42][C:39]([CH3:40])=[O:41])[CH3:44])=[O:33])[c:4]([F:8])[cH:5][cH:6][cH:7]1. Starting materials: [BH4-].[Na+] (sodium borohydride), CC1CCC2=C(C(C1)=O)C=C(C=C2)CC(=O)O (6,7,8,9-tetrahydro-7-methyl-9-oxo-5H-benzocycloheptene-2-acetic acid), Cl (hydrochloric acid). Solvent: O (water), CO (methanol). The product is CC1CCC2=C(C=C1)C=C(C=C2)CC(=O)O (6,7-dihydro-7-methyl-5H-benzocycloheptene-2-acetic acid). Reaction SMILES: [CH3:1][CH:2]1[CH2:8][C:7](=O)[C:6]2[CH:10]=[C:11]([CH2:14][C:15]([OH:17])=[O:16])[CH:12]=[CH:13][C:5]=2[CH2:4][CH2:3]1.[BH4-].[Na+].Cl>CO.O>[CH3:1][CH:2]1[CH:8]=[CH:7][C:6]2[CH:10]=[C:11]([CH2:14][C:15]([OH:17])=[O:16])[CH:12]=[CH:13][C:5]=2[CH2:4][CH2:3]1 |f:1.2|. Procedure: 6,7,8,9-tetrahydro-7-methyl-9-oxo-5H-benzocycloheptene-2-acetic acid (6.3 g) is dissolved in 90 cc of methanol, and 4.1 g of sodium borohydride are added in small portions within 10 minutes while stirring at room temperature. The solution is stirred for a further 30 minutes, is diluted with water, acidified with 1 N hydrochloric acid, and the crude 6,7,8,9-tetrahydro-9-hydroxy-7-methyl-5H-benzocycloheptene-2-acetic acid is filtered off. The crude product has a M.P. of 161°-163°. Reactants: BrC1=CC=C(C=C1)C(CCCC)=O (1-Bromo-4-pentanoylbenzene), O.NN (hydrazine hydrate), ice, Cl (hydrochloric acid). The solvent is C(COCCO)O (diethylene glycol). Conditions: temperature 200 celsius. Product: BrC1=CC=C(C=C1)CCCCC (1-Bromo-4-pentylbenzene). As a reaction SMILES: [Br:1][C:2]1[CH:7]=[CH:6][C:5]([C:8](=O)[CH2:9][CH2:10][CH2:11][CH3:12])=[CH:4][CH:3]=1.O.NN.Cl>C(O)COCCO>[Br:1][C:2]1[CH:7]=[CH:6][C:5]([CH2:8][CH2:9][CH2:10][CH2:11][CH3:12])=[CH:4][CH:3]=1 |f:1.2|. Reported procedure: A mixture of compound 15 (24.87 g, 0.103 mol), hydrazine hydrate (15.45 g, 55% hydrazine content), and diethylene glycol (200 ml), was heated at 130° to 160° C. for 1 hour and water and the excess of hydrazine hydrate were distilled off. The solution was cooled to below 60° C. and potassium hydroxide pellets (17.37 g, 0.309 mol) were added and the solution heated at 200° C. for 2 hours (glc analysis revealed a complete reaction) cooled, and poured into crushed ice (200 g) and hydrochloric acid (... Reactants: [Ag+], O=C([O-])c1ccccc1, CO, CC(C)(C)OC(=O)N1CCCC1C(=O)C=[N+]=[N-]. The product is CC(C)(C)OC(=O)N1CCCC1C(=O)O. RXN SMILES: [Ag+:29].[C:20]([O-:21])(=[O:22])[c:23]1[cH:24][cH:25][cH:26][cH:27][cH:28]1.[CH3:18][OH:19].[N+:1](=[CH:2][C:4](=[O:5])[CH:6]1[N:7]([C:11](=[O:12])[O:13][C:14]([CH3:15])([CH3:16])[CH3:17])[CH2:8][CH2:9][CH2:10]1)=[N-:3]>>[C:4]([OH:5])([CH:6]1[N:7]([C:11](=[O:12])[O:13][C:14]([CH3:15])([CH3:16])[CH3:17])[CH2:8][CH2:9][CH2:10]1)=[O:19]. Reactants: COC1=CC=C(CN2CCC(CC2)=O)C=C1 (1-(4-methoxybenzyl)-4-piperidone), Cl.NO (hydroxylamine hydrochloride). Yields the product COC1=CC=C(CN2CCC(CC2)=NO)C=C1 (1-(4-Methoxybenzyl)-4-piperidone oxime). Reaction SMILES: [CH3:1][O:2][C:3]1[CH:16]=[CH:15][C:6]([CH2:7][N:8]2[CH2:13][CH2:12][C:11](=O)[CH2:10][CH2:9]2)=[CH:5][CH:4]=1.Cl.[NH2:18][OH:19]>>[CH3:1][O:2][C:3]1[CH:16]=[CH:15][C:6]([CH2:7][N:8]2[CH2:13][CH2:12][C:11](=[N:18][OH:19])[CH2:10][CH2:9]2)=[CH:5][CH:4]=1 |f:1.2|. Reported procedure: 1-(4-Methoxybenzyl)-4-piperidone oxime is prepared from 1-(4-methoxybenzyl)-4-piperidone and hydroxylamine hydrochloride essentially as described above in Example 38, Scheme C, step b. Starting materials: C([O-])([O-])=O.[K+].[K+] (potassium carbonate), ClC1=CC=C(C=C1)N=C(C#C[Si](C)(C)C)SCC1CCCCC1 (Cyclohexylmethyl N-(4-chlorophenyl)-3-(trimethylsilyl)thiopropynimidate), [Cl-].[Na+] (sodium chloride). Run in CO (methanol). Reaction conditions: time 30 minute. Product: ClC1=CC=C(C=C1)N=C(C#C)SCC1CCCCC1 (cyclohexylmethyl N-(4-chlorophenyl)thiopropynimidate). Isolated yield 99.1%. As a reaction SMILES: [Cl:1][C:2]1[CH:7]=[CH:6][C:5]([N:8]=[C:9]([S:16][CH2:17][CH:18]2[CH2:23][CH2:22][CH2:21][CH2:20][CH2:19]2)[C:10]#[C:11][Si](C)(C)C)=[CH:4][CH:3]=1.C(=O)([O-])[O-].[K+].[K+].[Cl-].[Na+]>CO>[Cl:1][C:2]1[CH:3]=[CH:4][C:5]([N:8]=[C:9]([S:16][CH2:17][CH:18]2[CH2:23][CH2:22][CH2:21][CH2:20][CH2:19]2)[C:10]#[CH:11])=[CH:6][CH:7]=1 |f:1.2.3,4.5|. Reported procedure: Cyclohexylmethyl N-(4-chlorophenyl)-3-(trimethylsilyl)thiopropynimidate (0.34 g) was dissolved to methanol (5 mL), a small amount of potassium carbonate was added thereto under ice-cooling and stirred for 30 minutes. The reaction solution was poured into aqueous solution of sodium chloride, and extracted with ethyl acetate. The organic layer was washed with water, dried. The solvent was distilled off to obtain cyclohexylmethyl N-(4-chlorophenyl)thiopropynimidate (0.27 g). The reactants are ClC(=O)OCCCCCC1=NOC(O1)=O (5-(chloroformyloxypentyl)-1,3,4-dioxazol-2-one), OCCOC(C(=C)C)=O (hydroxyethylmethacrylate), N1=CC=CC=C1 (pyridine). The product is C(C(=C)C)(=O)OCCC(=O)OCCCCCC1=NOC(O1)=O (5-[(methacryloyloxyethyl) formyloxypentyl]-1,3,4-dioxazol-2-one). As a reaction SMILES: Cl[C:2]([O:4][CH2:5][CH2:6][CH2:7][CH2:8][CH2:9][C:10]1[O:14][C:13](=[O:15])[O:12][N:11]=1)=[O:3].O[CH2:17][CH2:18][O:19][C:20](=[O:24])[C:21]([CH3:23])=[CH2:22].N1C=CC=CC=1>O1CCOCC1>[C:20]([O:19][CH2:18][CH2:17][C:2]([O:4][CH2:5][CH2:6][CH2:7][CH2:8][CH2:9][C:10]1[O:14][C:13](=[O:15])[O:12][N:11]=1)=[O:3])(=[O:24])[C:21]([CH3:23])=[CH2:22]. Solvent: O1CCOCC1 (1,4-dioxane), O1CCOCC1 (1,4-dioxane). Yield: 95.7%. Procedure: In accordance with the procedure of Example 1, 35.34g (0.15 moles) 5-(chloroformyloxypentyl)-1,3,4-dioxazol-2-one is reacted with 21.47g (0.165 moles) hydroxyethylmethacrylate in 75 ml 1,4-dioxane by adding 11.86g (0.15 moles) pyridine in 65 ml 1,4-dioxane over a 1 hour period at 19-21° C. After work-up, 47.30g of a slightly brown liquid is obtained which is analyzed by IR and NMR spectroscopy to be 5-[(methacryloyloxyethyl) formyloxypentyl]-1,3,4-dioxazol-2-one (yield 95.7%), having the followi... Yields the product C=CCOc1cc(N)ccc1Cl. As a reaction SMILES: [CH2:1]([CH:2]=[CH2:3])[O:4][c:5]1[c:6]([Cl:14])[cH:7][cH:8][c:9]([N+:11]([O-:12])=[O:13])[cH:10]1.[CH3:20][CH2:21][OH:22].[Cl-:17].[Na+:19].[OH-:18].[OH2:15].[OH2:16]>>[CH2:1]([CH:2]=[CH2:3])[O:4][c:5]1[c:6]([Cl:14])[cH:7][cH:8][c:9]([NH2:11])[cH:10]1. Starting materials: C=CCOc1cc([N+](=O)[O-])ccc1Cl, CCO, [Cl-], [Na+], [OH-], O, O. Starting materials: CO (methanol), FC=1C=C(C(=O)OC)C=C(C1C)I (methyl 3-fluoro-5-iodo-4-methylbenzoate), C(C1=CC=CC=C1)(C1=CC=CC=C1)=N (benzophenone imine), C([O-])([O-])=O.[Cs+].[Cs+] (cesium carbonate). The reagents and catalysts are C=1C=CC(=CC1)/C=C/C(=O)/C=C/C2=CC=CC=C2.C=1C=CC(=CC1)/C=C/C(=O)/C=C/C2=CC=CC=C2.C=1C=CC(=CC1)/C=C/C(=O)/C=C/C2=CC=CC=C2.[Pd].[Pd] (Tris(dibenzylideneacetone)dipalladium(0)), C1(=CC=CC=C1)P([C-]1C=CC=C1)C1=CC=CC=C1.[C-]1(C=CC=C1)P(C1=CC=CC=C1)C1=CC=CC=C1.[Fe+2] (1,1′-bis(diphenylphosphino)ferrocene). The solvent is C1(=CC=CC=C1)C (toluene). The product is C1(=CC=CC=C1)C(C1=CC=CC=C1)=NC=1C=C(C(=O)OC)C=C(C1C)F (methyl 3-[(diphenylmethylene)amino]-5-fluoro-4-methylbenzoate). Reaction SMILES: [F:1][C:2]1[CH:3]=[C:4]([CH:9]=[C:10](I)[C:11]=1[CH3:12])[C:5]([O:7][CH3:8])=[O:6].[C:14](=[NH:27])([C:21]1[CH:26]=[CH:25][CH:24]=[CH:23][CH:22]=1)[C:15]1[CH:20]=[CH:19][CH:18]=[CH:17][CH:16]=1.C(=O)([O-])[O-].[Cs+].[Cs+].CO>C1(C)C=CC=CC=1.C1(P(C2C=CC=CC=2)[C-]2C=CC=C2)C=CC=CC=1.[C-]1(P(C2C=CC=CC=2)C2C=CC=CC=2)C=CC=C1.[Fe+2].C1C=CC(/C=C/C(/C=C/C2C=CC=CC=2)=O)=CC=1.C1C=CC(/C=C/C(/C=C/C2C=CC=CC=2)=O)=CC=1.C1C=CC(/C=C/C(/C=C/C2C=CC=CC=2)=O)=CC=1.[Pd].[Pd]>[C:15]1([C:14](=[N:27][C:10]2[CH:9]=[C:4]([CH:3]=[C:2]([F:1])[C:11]=2[CH3:12])[C:5]([O:7][CH3:8])=[O:6])[C:21]2[CH:22]=[CH:23][CH:24]=[CH:25][CH:26]=2)[CH:20]=[CH:19][CH:18]=[CH:17][CH:16]=1 |f:2.3.4,7.8.9,10.11.12.13.14|. Reported procedure: To a solution of methyl 3-fluoro-5-iodo-4-methylbenzoate (115.5 g, 392.8 mmol) in toluene (˜1600 mL) at ambient temperature was charged benzophenone imine (67.6 g, 373.0 mmol), 1,1′-bis(diphenylphosphino)ferrocene (9.80 g, 17.68 mmol) and cesium carbonate (179.2 g, 550.0 mmol). The reaction vessel was vacuum purged with nitrogen three times. Tris(dibenzylideneacetone)dipalladium(0) (5.34 g, 6.05 mmol) was added before the vessel was again vacuum purged with nitrogen three times. The reaction mix...